This data is from the Open Reaction Database (ORD), a public repository of structured organic reaction records. The task is: describe an organic reaction: reactants, conditions, products, and yield Reactants: CN1C(CC(CC1(C)C)O)(C)C (1,2,2,6,6-pentamethyl-4-piperidinol), C(=O)(Cl)Cl (phosgene). Solvent: CC(CC)=O (2-butanone). Conditions: temperature 53 celsius. Product: [Cl-].C[NH+]1C(CC(CC1(C)C)OC(=O)Cl)(C)C (1,2,2,6,6-pentamethyl-4-(chlorocarbonyloxy)piperidinium chloride). The yield is 94.4%. As a reaction SMILES: [CH3:1][N:2]1[C:7]([CH3:9])([CH3:8])[CH2:6][CH:5]([OH:10])[CH2:4][C:3]1([CH3:12])[CH3:11].[C:13]([Cl:16])([Cl:15])=[O:14]>CC(=O)CC>[Cl-:15].[CH3:1][NH+:2]1[C:7]([CH3:8])([CH3:9])[CH2:6][CH:5]([O:10][C:13]([Cl:16])=[O:14])[CH2:4][C:3]1([CH3:12])[CH3:11] |f:3.4|. Reported procedure: Into a 2 liter round bottom flask equipped with an oil bath, reflux condenser, and nitrogen atmosphere sparger were charged 1,2,2,6,6-pentamethyl-4-piperidinol (51.2 g, 0.3 mole) and 1 liter of 2-butanone. Freshly distilled phosgene (35 ml, 0.45 mole) was evaporated into the reactor in a stream of nitrogen; a solid precipitate formed immediately. The resulting slurry was heated to reflux which initially was 53° C. but rose gradually over 25 minutes to 77° C. during which time the initially forme...